This data is from the Open Reaction Database (ORD), a public repository of structured organic reaction records. The task is: describe an organic reaction: reactants, conditions, products, and yield Reactants: COC=1N=CC(=NC1)C(=O)O (5-methoxypyrazine-2-carboxylic acid), NC=1C=CC(=C(C1)[C@]1(N=C(C(S(C1)(=O)=O)(C)C)N)C)F ((R)-5-(5-amino-2-fluoro-phenyl)-2,2,5-trimethyl-1,1-dioxo-1,2,5,6-tetrahydro-1λ6-[1,4]thiazin-3-ylamine). Product: NC1=N[C@](CS(C1(C)C)(=O)=O)(C)C=1C=C(C=CC1F)NC(=O)C1=NC=C(N=C1)OC (5-Methoxy-pyrazine-2-carboxylic acid [3-((R)-5-amino-3,6,6-trimethyl-1,1-dioxo-1,2,3,6-tetrahydro-1λ6-[1,4]thiazin-3-yl)-4-fluoro-phenyl]-amide). The yield is 65.8%. As a reaction SMILES: [CH3:1][O:2][C:3]1[N:4]=[CH:5][C:6]([C:9]([OH:11])=O)=[N:7][CH:8]=1.[NH2:12][C:13]1[CH:14]=[CH:15][C:16]([F:31])=[C:17]([C@:19]2([CH3:30])[CH2:24][S:23](=[O:26])(=[O:25])[C:22]([CH3:28])([CH3:27])[C:21]([NH2:29])=[N:20]2)[CH:18]=1>>[NH2:29][C:21]1[C:22]([CH3:27])([CH3:28])[S:23](=[O:25])(=[O:26])[CH2:24][C@:19]([C:17]2[CH:18]=[C:13]([NH:12][C:9]([C:6]3[CH:5]=[N:4][C:3]([O:2][CH3:1])=[CH:8][N:7]=3)=[O:11])[CH:14]=[CH:15][C:16]=2[F:31])([CH3:30])[N:20]=1. Procedure: Prepared from commercially available 5-methoxypyrazine-2-carboxylic acid (CAS-no. 40155-42-8) (43.2 mg, 281 μmol, Eq: 1.2) and (R)-5-(5-amino-2-fluoro-phenyl)-2,2,5-trimethyl-1,1-dioxo-1,2,5,6-tetrahydro-1λ6-[1,4]thiazin-3-ylamine (70 mg, 234 μmol, Eq: 1.00) as described for example 2 (method b) to give the title compound (67 mg, 154 μmol, 65.8% yield) as a white foam. MS (ISP): m/z=436.5 [(M+H)+]. Starting materials: ClC=1N=C(C2=C(N1)C=C(S2)CN2CCN(CC2)C(C(C)O)=O)N2CCOCC2 (1-[4-(2-Chloro-4-morpholin-4-yl-thieno[3,2-d]pyrimidin-6-ylmethyl)-piperazin-1-yl]-2-hydroxypropan-1-one), CC1=NC(=NC=C1B1OC(C(O1)(C)C)(C)C)N (4-methyl-5-(4,4,5,5-tetramethyl (1,3,2-dioxaborolan-2-yl))pyrimidine-2-ylamine). Yields the product CC1=NC(=NC=C1B1OC(C(O1)(C)C)(C)C)N (4-methyl-5-(4,4,5,5-tetramethyl (1,3,2-dioxaborolan-2-yl))pyrimidine-2-ylamine), NC1=NC=C(C(=N1)C)C=1N=C(C2=C(N1)C=C(S2)CN2CCN(CC2)C([C@H](C)O)=O)N2CCOCC2 ((S)-1-(4-((2-(2-Amino-4-methylpyrimidin-5-yl)-4-morpholinothieno[3,2-d]pyrimidin-6-yl)methyl)piperazin-1-yl)-2-hydroxypropan-1-one). As a reaction SMILES: Cl[C:2]1[N:3]=[C:4]([N:23]2[CH2:28][CH2:27][O:26][CH2:25][CH2:24]2)[C:5]2[S:10][C:9]([CH2:11][N:12]3[CH2:17][CH2:16][N:15]([C:18](=[O:22])[CH:19]([OH:21])[CH3:20])[CH2:14][CH2:13]3)=[CH:8][C:6]=2[N:7]=1.[CH3:29][C:30]1[C:35]([B:36]2[O:40][C:39]([CH3:42])([CH3:41])[C:38]([CH3:44])([CH3:43])[O:37]2)=[CH:34][N:33]=[C:32]([NH2:45])[N:31]=1>>[CH3:29][C:30]1[C:35]([B:36]2[O:40][C:39]([CH3:41])([CH3:42])[C:38]([CH3:44])([CH3:43])[O:37]2)=[CH:34][N:33]=[C:32]([NH2:45])[N:31]=1.[NH2:45][C:32]1[N:31]=[C:30]([CH3:29])[C:35]([C:2]2[N:3]=[C:4]([N:23]3[CH2:28][CH2:27][O:26][CH2:25][CH2:24]3)[C:5]3[S:10][C:9]([CH2:11][N:12]4[CH2:17][CH2:16][N:15]([C:18](=[O:22])[C@@H:19]([OH:21])[CH3:20])[CH2:14][CH2:13]4)=[CH:8][C:6]=3[N:7]=2)=[CH:34][N:33]=1. Procedure: 4-methyl-5-(4,4,5,5-tetramethyl (1,3,2-dioxaborolan-2-yl))pyrimidine-2-ylamine was prepared according to WO2007/084786. 110 mg of 1-[4-(2-Chloro-4-morpholin-4-yl-thieno[3,2-d]pyrimidin-6-ylmethyl)-piperazin-1-yl]-2-hydroxypropan-1-one was coupled to 4-methyl-5-(4,4,5,5-tetramethyl (1,3,2-dioxaborolan-2-yl))pyrimidine-2-ylamine via General Procedure A to yield 50 mg of 324. MS (Q1) 499.2 (M)+. Starting materials: OOS(=O)[O-].[K+] (Oxone), S1C(=NC2=C1C=CC=C2)C=2N=CN1C2N=NN(C1=O)CSC (8-(benzo[d]thiazol-2-yl)-3-(methylthiomethyl)imidazo[5,1-d][1,2,3,5]tetrazin-4(3H)-one), OOS(=O)[O-].[K+] (Oxone). Solvent: O (water), CN(C)C=O (DMF), O (water). Reaction conditions: temperature 0 celsius. The product is S1C(=NC2=C1C=CC=C2)C=2N=CN1C2N=NN(C1=O)CS(=O)C (8-(Benzo[d]thiazol-2-yl)-3-(methylsulfinylmethyl)imidazo[5,1-d][1,2,3,5]tetrazin-4(3H)-one). Isolated yield 98.0%. RXN SMILES: [S:1]1[C:5]2[CH:6]=[CH:7][CH:8]=[CH:9][C:4]=2[N:3]=[C:2]1[C:10]1[N:11]=[CH:12][N:13]2[C:18](=[O:19])[N:17]([CH2:20][S:21][CH3:22])[N:16]=[N:15][C:14]=12.[OH:23]OS([O-])=O.[K+]>CN(C=O)C.O>[S:1]1[C:5]2[CH:6]=[CH:7][CH:8]=[CH:9][C:4]=2[N:3]=[C:2]1[C:10]1[N:11]=[CH:12][N:13]2[C:18](=[O:19])[N:17]([CH2:20][S:21]([CH3:22])=[O:23])[N:16]=[N:15][C:14]=12 |f:1.2|. Procedure: To a 0° C. solution of 8-(benzo[d]thiazol-2-yl)-3-(methylthiomethyl)imidazo[5,1-d][1,2,3,5]tetrazin-4(3H)-one (0.23 mmol, 75 mg, 1 eq.) in DMF (4.5 mL) was added slowly drop wise Oxone™ (0.25 mmol, 77 mg, 1.1 eq.) dissolved in water (0.75 mL). The formed suspension was stirred at 0° C. and stepwise additions of Oxone™ in water were made until reaction completion. The reaction mixture was filtered and the obtained solid washed with water, acetonitrile, ethyl acetate and ether, and dried under vac... The reactants are CS(=O)(=O)C=1C=C(C(=O)O)C=CC1OC1=CC=CC=C1 (3-methylsulfonyl-4-phenoxybenzoic acid), ice water, [N+](=O)(O)[O-] (nitric acid), C(C)(=O)OC(C)=O (acetic anhydride). Solvent: C(C)(=O)O (acetic acid). Run at time 1.5 hour. Yields the product CS(=O)(=O)C=1C=C(C(=O)O)C=CC1OC1=CC=C(C=C1)[N+](=O)[O-] (3-Methylsulfonyl-4-(4-nitrophenoxy)benzoic acid). Reaction SMILES: [CH3:1][S:2]([C:5]1[CH:6]=[C:7]([CH:11]=[CH:12][C:13]=1[O:14][C:15]1[CH:20]=[CH:19][CH:18]=[CH:17][CH:16]=1)[C:8]([OH:10])=[O:9])(=[O:4])=[O:3].[N+:21]([O-])([OH:23])=[O:22].C(OC(=O)C)(=O)C>C(O)(=O)C>[CH3:1][S:2]([C:5]1[CH:6]=[C:7]([CH:11]=[CH:12][C:13]=1[O:14][C:15]1[CH:20]=[CH:19][C:18]([N+:21]([O-:23])=[O:22])=[CH:17][CH:16]=1)[C:8]([OH:10])=[O:9])(=[O:3])=[O:4]. Procedure details: 3-Methylsulfonyl-4-(4-nitrophenoxy)benzoic acid was prepared by reacting 0.02 mol of 3-methylsulfonyl-4-phenoxybenzoic acid with 0.96 ml of 100% nitric acid at -10° C. in a mixture composed of 8 ml of acetic anhydride and 4 ml of glacial acetic acid. After the mixture had been stirred at this temperature for 1.5 hours, it was then stirred at room temperature for 24 hours and at 40° C. for a further 6 hours. It was then poured into ice water and the amorphous, oily product was crystallized with w... Reactants: C(C)OCC=1N(C2=C(C=NC=3C=CC=CC23)N1)CCCC(=O)N (4-[2-(Ethoxymethyl)-1H-imidazo[4,5-c]quinolin-1-yl]butanamide), C1=CC(=CC(=C1)Cl)C(=O)OO (mCPBA), [OH-].[NH4+] (ammonium hydroxide), C1(=CC=C(C=C1)S(=O)(=O)Cl)C (p-toluenesulfonyl chloride), C1=CC(=CC(=C1)Cl)C(=O)OO (mCPBA). The solvent is ClCCl (dichloromethane). Product: NC1=NC=2C=CC=CC2C2=C1N=C(N2CCCC(=O)N)COCC (4-[4-amino-2-(ethoxymethyl)-1H-imidazo[4,5-c]quinolin-1-yl]butanamide). RXN SMILES: [CH2:1]([O:3][CH2:4][C:5]1[N:6]([CH2:18][CH2:19][CH2:20][C:21]([NH2:23])=[O:22])[C:7]2[C:16]3[CH:15]=[CH:14][CH:13]=[CH:12][C:11]=3[N:10]=[CH:9][C:8]=2[N:17]=1)[CH3:2].C1C=C(Cl)C=C(C(OO)=O)C=1.[OH-].[NH4+:36].C1(C)C=CC(S(Cl)(=O)=O)=CC=1>ClCCl>[NH2:36][C:9]1[C:8]2[N:17]=[C:5]([CH2:4][O:3][CH2:1][CH3:2])[N:6]([CH2:18][CH2:19][CH2:20][C:21]([NH2:23])=[O:22])[C:7]=2[C:16]2[CH:15]=[CH:14][CH:13]=[CH:12][C:11]=2[N:10]=1 |f:2.3|. Procedure details: 4-[2-(Ethoxymethyl)-1H-imidazo[4,5-c]quinolin-1-yl]butanamide (4.3 g, 14 mmol) was treated with mCPBA (6.1 g, 27 mmol), concentrated ammonium hydroxide (50 mL of 29%), and p-toluenesulfonyl chloride (4.6 g, 24 mmol) according to a modification of the method described in Part E of Example 3. The mCPBA addition was carried out at 0° C., and the reaction was carried out in dichloromethane (150 mL). At the end of the reaction the layers were separated, and saturated aqueous sodium bicarbonate (100 m...